Dataset: the Open Reaction Database (ORD), a public repository of structured organic reaction records. Task: describe an organic reaction: reactants, conditions, products, and yield Starting materials: COC(=O)c1ccc(O)c(C(C)=O)c1, Cc1ccc(OC(C)C)c(C(=O)Cl)c1, C1COCCO1, c1ccncc1. Product: COC(=O)c1ccc(OC(=O)c2cc(C)ccc2OC(C)C)c(C(C)=O)c1. As a reaction SMILES: [C:1]([CH3:2])(=[O:3])[c:4]1[cH:5][c:6]([C:7](=[O:8])[O:9][CH3:10])[cH:11][cH:12][c:13]1[OH:14].[CH:15]([CH3:16])([CH3:17])[O:18][c:19]1[c:20]([C:21](=[O:22])[Cl:23])[cH:24][c:25]([CH3:28])[cH:26][cH:27]1.[O:35]1[CH2:36][CH2:37][O:38][CH2:39][CH2:40]1.[cH:29]1[cH:30][cH:31][n:32][cH:33][cH:34]1>>[C:1]([CH3:2])(=[O:3])[c:4]1[cH:5][c:6]([C:7](=[O:8])[O:9][CH3:10])[cH:11][cH:12][c:13]1[O:14][C:21]([c:20]1[c:19]([O:18][CH:15]([CH3:16])[CH3:17])[cH:27][cH:26][c:25]([CH3:28])[cH:24]1)=[O:22].